Dataset: the Open Reaction Database (ORD), a public repository of structured organic reaction records. Task: describe an organic reaction: reactants, conditions, products, and yield Starting materials: BrC1=C2CCN(CC2=C(C(=C1)N)N)CC1=CC=CC=C1 (5-Bromo-1,2,3,4-tetrahydro-2-(phenylmethyl)-7,8-isoquinolinediamine), C(C(=O)O)(=O)O (oxalic acid). Run in Cl (HCl). The product is BrC=1C2=C(C=3NC(C(NC3C1)=O)=O)CN(CC2)CC2=CC=CC=C2 (6-Bromo-1,4,7,8,9,10-hexahydro-9-(phenylmethyl)pyrido[3,4-f]quinoxaline-2,3-dione). Isolated yield 76.5%. As a reaction SMILES: [Br:1][C:2]1[CH:11]=[C:10]([NH2:12])[C:9]([NH2:13])=[C:8]2[C:3]=1[CH2:4][CH2:5][N:6]([CH2:14][C:15]1[CH:20]=[CH:19][CH:18]=[CH:17][CH:16]=1)[CH2:7]2.[C:21](O)(=[O:25])[C:22](O)=[O:23]>Cl>[Br:1][C:2]1[C:3]2[CH2:4][CH2:5][N:6]([CH2:14][C:15]3[CH:20]=[CH:19][CH:18]=[CH:17][CH:16]=3)[CH2:7][C:8]=2[C:9]2[NH:13][C:21](=[O:25])[C:22](=[O:23])[NH:12][C:10]=2[CH:11]=1. Procedure: A solution of the product from Example 7 (0.64 g, 1.93 mmol) in 3N HCl (25 mL) was treated with oxalic acid (0.37 g, 2.9 mmol) and refluxed for four hours. When cool to room temperature the precipitate was filtered, suspended in water (70 mL) and basifyed to pH 10. The solids were filtered, and dried to give the title compound (0.57 g, 89%) as a light brown solid, mp=297-302° C. Reactants: C1CCOC1 (THF), CC1=CC2=C(S1)NC=3C=CC=CC3N=C2N4CCN(CC4)C (olanzapine). The solvent is O (water). Reaction conditions: temperature 50 celsius. The product is CC1=CC2=C(S1)NC=3C=CC=CC3N=C2N4CCN(CC4)C.O.O1CCCC1 (olanzapine water tetrahydrofuran). As a reaction SMILES: [CH2:1]1[CH2:5][O:4][CH2:3][CH2:2]1.[CH3:6][C:7]1[S:11][C:10]2[NH:12][C:13]3[CH:14]=[CH:15][CH:16]=[CH:17][C:18]=3[N:19]=[C:20]([N:21]3[CH2:26][CH2:25][N:24]([CH3:27])[CH2:23][CH2:22]3)[C:9]=2[CH:8]=1>O>[CH3:6][C:7]1[S:11][C:10]2[NH:12][C:13]3[CH:14]=[CH:15][CH:16]=[CH:17][C:18]=3[N:19]=[C:20]([N:21]3[CH2:22][CH2:23][N:24]([CH3:27])[CH2:25][CH2:26]3)[C:9]=2[CH:8]=1.[OH2:4].[O:4]1[CH2:5][CH2:1][CH2:2][CH2:3]1 |f:3.4.5|. Reported procedure: A mixture made up of 100 mL of THF, 25 mL of water and 25 g of crude anhydrous olanzapine obtained by following the method described in patent EP0454436B1 is heated for 30 min at 50° C. After cooling first to 20-25° C. for one hour and then to 0° C. over a further hour, the solid is filtered and dried in an air oven at 42° C. to constant weight, yielding 24.9 g (85%) of mixed solvate of olanzapine/water/tetrahydrofuran in the proportion 1:1:1/2. The reactants are NC[C@H]1N(CCC[C@H]1C)C(=O)C1=NC(=CC=C1C1=NC=CC=N1)C (((2S,3R)-2-(aminomethyl)-3-methylpiperidin-1-yl)(6-methyl-3-(pyrimidin-2-yl)pyridin-2-yl)methanone), BrC1=NC=C(C=C1)Cl (2-bromo-5-chloropyridine). The product is ClC=1C=CC(=NC1)NC[C@H]1N(CCC[C@H]1C)C(=O)C1=NC(=CC=C1C1=NC=CC=N1)C (((2S,3R)-2-(((5-chloropyridin-2-yl)amino)methyl)-3-methylpiperidin-1-yl)(6-methyl-3-(pyrimidin-2-yl)pyridin-2-yl)methanone). As a reaction SMILES: [NH2:1][CH2:2][C@@H:3]1[C@H:8]([CH3:9])[CH2:7][CH2:6][CH2:5][N:4]1[C:10]([C:12]1[C:17]([C:18]2[N:23]=[CH:22][CH:21]=[CH:20][N:19]=2)=[CH:16][CH:15]=[C:14]([CH3:24])[N:13]=1)=[O:11].Br[C:26]1[CH:31]=[CH:30][C:29]([Cl:32])=[CH:28][N:27]=1>>[Cl:32][C:29]1[CH:30]=[CH:31][C:26]([NH:1][CH2:2][C@@H:3]2[C@H:8]([CH3:9])[CH2:7][CH2:6][CH2:5][N:4]2[C:10]([C:12]2[C:17]([C:18]3[N:23]=[CH:22][CH:21]=[CH:20][N:19]=3)=[CH:16][CH:15]=[C:14]([CH3:24])[N:13]=2)=[O:11])=[N:27][CH:28]=1. Procedure: The title compound was prepared following the same general protocol as described for Example A44 using ((2S,3R)-2-(aminomethyl)-3-methylpiperidin-1-yl)(6-methyl-3-(pyrimidin-2-yl)pyridin-2-yl)methanone and 2-bromo-5-chloropyridine. ESI-MS (m/z): 437 [M+1]+. Starting materials: O=C([O-])[O-], ClCCl, CC[O+](CC)CC, NC(=O)c1ccc(Cl)c(Cl)c1, F[B-](F)(F)F, [K+], [K+], O. The product is CCOC(=N)c1ccc(Cl)c(Cl)c1. RXN SMILES: [C:27](=[O:28])([O-:29])[O-:30].[CH2:12]([Cl:13])[Cl:14].[CH2:20]([CH3:21])[O+:22]([CH2:23][CH3:24])[CH2:25][CH3:26].[Cl:1][c:2]1[cH:3][c:4]([C:5](=[O:6])[NH2:7])[cH:8][cH:9][c:10]1[Cl:11].[F:15][B-:16]([F:17])([F:18])[F:19].[K+:31].[K+:32].[OH2:33]>>[Cl:1][c:2]1[cH:3][c:4]([C:5]([O:6][CH2:20][CH3:21])=[NH:7])[cH:8][cH:9][c:10]1[Cl:11].